This data is from the Open Reaction Database (ORD), a public repository of structured organic reaction records. The task is: describe an organic reaction: reactants, conditions, products, and yield Starting materials: COc1ccc(Br)c(CO)c1, C1CCOC1, COc1ccc2ccc(O)cc2c1, CCOC(=O)N=NC(=O)OCC, c1ccc(P(c2ccccc2)c2ccccc2)cc1. The product is COc1ccc(Br)c(COc2ccc3ccc(OC)cc3c2)c1. RXN SMILES: [Br:14][c:15]1[c:16]([CH2:17][OH:18])[cH:19][c:20]([O:23][CH3:24])[cH:21][cH:22]1.[CH2:56]1[O:57][CH2:58][CH2:59][CH2:60]1.[CH3:1][O:2][c:3]1[cH:4][cH:5][c:6]2[cH:7][cH:8][c:9]([OH:13])[cH:10][c:11]2[cH:12]1.[O:44]=[C:45]([O:46][CH2:47][CH3:48])[N:49]=[N:50][C:51]([O:52][CH2:53][CH3:54])=[O:55].[c:25]1([P:26]([c:27]2[cH:28][cH:29][cH:30][cH:31][cH:32]2)[c:33]2[cH:34][cH:35][cH:36][cH:37][cH:38]2)[cH:39][cH:40][cH:41][cH:42][cH:43]1>>[CH3:1][O:2][c:3]1[cH:4][cH:5][c:6]2[cH:7][cH:8][c:9]([O:18][CH2:17][c:16]3[c:15]([Br:14])[cH:22][cH:21][c:20]([O:23][CH3:24])[cH:19]3)[cH:10][c:11]2[cH:12]1. Starting materials: [BH4-].[Na+] (NaBH4), C(#N)C1=CC=C(C(CBr)=O)C=C1 (4-cyanophenacyl bromide), C(=O)([O-])[O-].[K+].[K+] (K2CO3). The solvent is C1CCOC1 (THF), CC#N (MeCN). Product: O1C(C1)C1=CC=C(C#N)C=C1 (4-(2-Oxiranyl)benzonitrile). As a reaction SMILES: [BH4-].[Na+].[C:3]([C:5]1[CH:14]=[CH:13][C:8]([C:9](=[O:12])[CH2:10]Br)=[CH:7][CH:6]=1)#[N:4].C([O-])([O-])=O.[K+].[K+]>C1COCC1.CC#N>[O:12]1[CH2:10][CH:9]1[C:8]1[CH:13]=[CH:14][C:5]([C:3]#[N:4])=[CH:6][CH:7]=1 |f:0.1,3.4.5|. Reported procedure: NaBH4 (1.6 g; 40 mmol) was added to a stirred solution of 4-cyanophenacyl bromide (8.8 g; 40 mmol) in THF (100 mL), and the reaction mixture was stirred until tic indicated that the reaction was complete. The solvent was evaporated and the residue partitioned between DCM and H2O, and the organic layer was separated, dried and concentrated. The residue was treated with K2CO3 (0.08 mol) in MeCN (85 mL) at room temperature overnight. The solvent was removed on a rotary evaporator and the residue pa...